From a dataset of the Open Reaction Database (ORD), a public repository of structured organic reaction records. describe an organic reaction: reactants, conditions, products, and yield The reactants are C1(=CC=CS1)C(=O)C1=CC=C(C2=CC=CC=C12)OCC(=O)O ([4-(2-thenoyl)-1-naphthyloxy]-acetic acid), Cl.NO (hydroxylamine hydrochloride). The solvent is N1=CC=CC=C1 (pyridine). Yields the product S1C(=CC=C1)C(C1=CC=C(C2=CC=CC=C12)OCC(=O)O)=NO ([4-(2-Thienyl-hydroxyiminomethyl)-1-naphthyloxy]-acetic acid). Yield: 95.0%. Reaction SMILES: [C:1]1([C:6]([C:8]2[C:17]3[C:12](=[CH:13][CH:14]=[CH:15][CH:16]=3)[C:11]([O:18][CH2:19][C:20]([OH:22])=[O:21])=[CH:10][CH:9]=2)=O)[S:5][CH:4]=[CH:3][CH:2]=1.Cl.[NH2:24][OH:25]>N1C=CC=CC=1>[S:5]1[CH:4]=[CH:3][CH:2]=[C:1]1[C:6](=[N:24][OH:25])[C:8]1[C:17]2[C:12](=[CH:13][CH:14]=[CH:15][CH:16]=2)[C:11]([O:18][CH2:19][C:20]([OH:22])=[O:21])=[CH:10][CH:9]=1 |f:1.2|. Reported procedure: 5 g [4-(2-thenoyl)-1-naphthyloxy]-acetic acid are dissolved in 50 ml pyridine. 1.5 g hydroxylamine hydrochloride are introduced in solution and the mixture maintained at reflux temperature for 12 hours. The solvent is then removed under reduced pressure, the residue washed with a dilute aqueous hydrochloric acid solution; the oxime obtained with a 95% yield, which is a mixture of two stereoisomers, melts at 215° C. Reactants: ClC=1C=C(C=CC1Cl)[C@@H](CC)N1C(C2=CC=CC=C2C1=O)=O ((R)-2-(1-(3,4-dichlorophenyl)propyl)isoindoline-1,3-dione), C1CCOC1.CO (THF MeOH), O.NN (hydrazine monohydrate). Solvent: C1CCOC1 (THF). Conditions: temperature 50 celsius, time 24 hour. Yields the product ClC=1C=C(C=CC1Cl)[C@@H](CC)N ((R)-1-(3,4-dichloro phenyl)propan-1-amine). Yield: 111.0%. Reaction SMILES: [Cl:1][C:2]1[CH:3]=[C:4]([C@H:9]([N:12]2C(=O)C3C(=CC=CC=3)C2=O)[CH2:10][CH3:11])[CH:5]=[CH:6][C:7]=1[Cl:8].C1COCC1.CO.O.NN>C1COCC1>[Cl:1][C:2]1[CH:3]=[C:4]([C@H:9]([NH2:12])[CH2:10][CH3:11])[CH:5]=[CH:6][C:7]=1[Cl:8] |f:1.2,3.4|. Procedure: To a solution of 160 (2.05 g, 5.21 mmol) and THF:MeOH (1:1, 40 mL) at RT was added hydrazine monohydrate (1.31 mL, 26.1 mmol) and the reaction was heated to 50° C. and stirred for 24 h. THF (20 mL) was added and precipitated phthalimide was filtered and discarded. The filtrate was washed with brine, extracted with DCM and the organic phases combined, dried (Na2SO4), filtered and concentrated to afford 1.18 g (89%) of (R)-1-(3,4-dichloro phenyl)propan-1-amine (162) as a viscous yellow oil. The 19... The reactants are C[C@@H]1CC[C@H]2C[C@@H](/C(=C/C=C/C=C/[C@H](C[C@H](C(=O)[C@@H]([C@@H](/C(=C/[C@H](C(=O)C[C@H](OC(=O)[C@@H]3CCCCN3C(=O)C(=O)[C@@]1(O2)O)[C@H](C)C[C@@H]4CC[C@H]([C@@H](C4)OC)O)C)/C)O)OC)C)C)/C)OC (rapamycin), O (water), C(#N)C1=C(C(=O)C(=C(C1=O)Cl)Cl)C#N (DDQ). Run in ClCCl (dichloromethane). Conditions: time 45 minute. The product is C[C@@H]1CC[C@H]2CC(=O)C(=CC=C/C=C\[C@H](C[C@H](C(=O)[C@@H]([C@@H](/C(=C/[C@H](C(=O)C[C@H](OC(=O)[C@@H]3CCCCN3C(=O)C(=O)[C@@]1(O2)O)[C@H](C)C[C@@H]4CC[C@H]([C@@H](C4)OC)O)C)/C)O)OC)C)C)C (7-Demethoxy-7-Oxorapamycin), oil. As a reaction SMILES: [CH3:1][C@H:2]1[C@@:41]2([OH:43])[O:42][C@H:5]([CH2:6][C@H:7]([O:64]C)[C:8]([CH3:63])=[CH:9][CH:10]=[CH:11][CH:12]=[CH:13][C@@H:14]([CH3:62])[CH2:15][C@@H:16]([CH3:61])[C:17]([C@H:19]([O:59][CH3:60])[C@H:20]([OH:58])[C:21]([CH3:57])=[CH:22][C@@H:23]([CH3:56])[C:24]([CH2:26][C@@H:27]([C@@H:44]([CH2:46][C@H:47]3[CH2:52][C@@H:51]([O:53][CH3:54])[C@H:50]([OH:55])[CH2:49][CH2:48]3)[CH3:45])[O:28][C:29]([C@H:31]3[N:36]([C:37]([C:39]2=[O:40])=[O:38])[CH2:35][CH2:34][CH2:33][CH2:32]3)=[O:30])=[O:25])=[O:18])[CH2:4][CH2:3]1.O.C(C1C(=O)C(Cl)=C(Cl)C(=O)C=1C#N)#N>ClCCl>[CH3:1][C@H:2]1[C@@:41]2([OH:43])[O:42][C@H:5]([CH2:6][C:7]([C:8]([CH3:63])=[CH:9][CH:10]=[CH:11][CH:12]=[CH:13][C@@H:14]([CH3:62])[CH2:15][C@@H:16]([CH3:61])[C:17]([C@H:19]([O:59][CH3:60])[C@H:20]([OH:58])[C:21]([CH3:57])=[CH:22][C@@H:23]([CH3:56])[C:24]([CH2:26][C@@H:27]([C@@H:44]([CH2:46][C@H:47]3[CH2:52][C@@H:51]([O:53][CH3:54])[C@H:50]([OH:55])[CH2:49][CH2:48]3)[CH3:45])[O:28][C:29]([C@H:31]3[N:36]([C:37]([C:39]2=[O:40])=[O:38])[CH2:35][CH2:34][CH2:33][CH2:32]3)=[O:30])=[O:25])=[O:18])=[O:64])[CH2:4][CH2:3]1. Procedure details: To a solution of rapamycin (5 mg, 0.055 mmol) in dichloromethane (0.1 mL) was added water (0.02 mL) followed by DDQ (2.4 mg, 0.011 mmol), and the resulting dark brown suspension was stirred at room temperature for 45 min. The mixture was filtered through celite and then partitioned between dichloromethane and brine; the organic extracts were dried over anhydrous magnesium sulfate and the resulting crude material was purified by prep TLC. The desired product was isolated as a colorless oil (1.2 m... Reactants: CC(C)(C)C1=NN=C(S1)N (5-(1,1-dimethylethyl)-1,3,4-thiadiazol-2-amine), ClC=1C(=C(C(=O)O)C=C(C1)S(=O)(=O)NCC)F (3-chloro-5-[(ethylamino)sulfonyl]-2-fluorobenzoic acid), C(CCl)Cl (EDC), C=1C=CC2=C(C1)N=NN2O (HOBt). Run in CN(C)C=O (DMF), C(Cl)Cl (DCM). Conditions: time 10 minute. Yields the product ClC=1C(=C(C(=O)NC2SC=NN2C(C)(C)C)C=C(C1)S(=O)(=O)NCC)F (3-chloro-N-[3-(1,1-dimethylethyl)-1,3,4-thiadiazol-2-yl]-5-[(ethylamino)sulfonyl]-2-fluorobenzamide). The yield is 15.5%. RXN SMILES: [Cl:1][C:2]1[C:3]([F:17])=[C:4]([CH:8]=[C:9]([S:11]([NH:14][CH2:15][CH3:16])(=[O:13])=[O:12])[CH:10]=1)[C:5]([OH:7])=O.[CH2:18](Cl)CCl.C1C=C[C:25]2N(O)[N:29]=[N:28][C:26]=2[CH:27]=1.CC([C:36]1[S:40][C:39](N)=[N:38]N=1)(C)C>CN(C=O)C.C(Cl)Cl>[Cl:1][C:2]1[C:3]([F:17])=[C:4]([CH:8]=[C:9]([S:11]([NH:14][CH2:15][CH3:16])(=[O:13])=[O:12])[CH:10]=1)[C:5]([NH:38][CH:39]1[N:28]([C:26]([CH3:25])([CH3:27])[CH3:18])[N:29]=[CH:36][S:40]1)=[O:7]. Procedure: To 3-chloro-5-[(ethylamino)sulfonyl]-2-fluorobenzoic acid (60 mg, 0.213 mmol) in DMF (3 ml) and DCM (3 ml) was added EDC (40.8 mg, 0.213 mmol) and HOBt (32.6 mg, 0.213 mmol). After 10 mins, 5-(1,1-dimethylethyl)-1,3,4-thiadiazol-2-amine (46.7 mg) was added. The reaction mixture was stirred at rt overnight, concentrated and purifed by HPLC to give the title compound (14 mg), C/MS: m/z 421.0 (M+H), Rt 1.91 min. The reactants are B, CO, COC(=O)c1cc(C(=O)O)ccc1CCc1ccc(F)cc1, C1CCOC1. Yields the product COC(=O)c1cc(CO)ccc1CCc1ccc(F)cc1. Reaction SMILES: [BH3:23].[CH3:29][OH:30].[F:1][c:2]1[cH:3][cH:4][c:5]([CH2:6][CH2:7][c:8]2[c:9]([C:17](=[O:18])[O:19][CH3:20])[cH:10][c:11]([C:12](=[O:13])[OH:14])[cH:15][cH:16]2)[cH:21][cH:22]1.[O:24]1[CH2:25][CH2:26][CH2:27][CH2:28]1>>[F:1][c:2]1[cH:3][cH:4][c:5]([CH2:6][CH2:7][c:8]2[c:9]([C:17](=[O:18])[O:19][CH3:20])[cH:10][c:11]([CH2:12][OH:13])[cH:15][cH:16]2)[cH:21][cH:22]1. The reactants are BrC=1C(=C(C=C(C1)C#N)NC(OC(C)(C)C)=O)Cl (tert-butyl (3-bromo-2-chloro-5-cyanophenyl)carbamate), S1(CCC2N1CCNC2)(=O)=O (hexahydro-2H-isothiazolo[2,3-a]pyrazine 1,1-dioxide), C=1C=CC(=CC1)P(C=2C=CC=CC2)C3=CC=C4C=CC=CC4=C3C5=C6C=CC=CC6=CC=C5P(C=7C=CC=CC7)C=8C=CC=CC8 (BINAP), C(=O)([O-])[O-].[Cs+].[Cs+] (Cs2CO3). The reagents and catalysts are C=1C=CC(=CC1)/C=C/C(=O)/C=C/C2=CC=CC=C2.C=1C=CC(=CC1)/C=C/C(=O)/C=C/C2=CC=CC=C2.C=1C=CC(=CC1)/C=C/C(=O)/C=C/C2=CC=CC=C2.[Pd].[Pd] (Pd2dba3). Solvent: O1CCOCC1 (Dioxane). Conditions: temperature 105 celsius. The product is ClC1=C(C=C(C=C1N1CC2N(CC1)S(CC2)(=O)=O)C#N)NC(OC(C)(C)C)=O (tert-butyl (2-chloro-5-cyano-3-(1,1-dioxidotetrahydro-2H-isothiazolo[2,3-a]pyrazin-5(3H)-yl)phenyl)carbamate). The yield is 37.4%. RXN SMILES: Br[C:2]1[C:3]([Cl:18])=[C:4]([NH:10][C:11](=[O:17])[O:12][C:13]([CH3:16])([CH3:15])[CH3:14])[CH:5]=[C:6]([C:8]#[N:9])[CH:7]=1.[S:19]1(=[O:29])(=[O:28])[N:23]2[CH2:24][CH2:25][NH:26][CH2:27][CH:22]2[CH2:21][CH2:20]1.C1C=CC(P(C2C(C3C(P(C4C=CC=CC=4)C4C=CC=CC=4)=CC=C4C=3C=CC=C4)=C3C(C=CC=C3)=CC=2)C2C=CC=CC=2)=CC=1.C([O-])([O-])=O.[Cs+].[Cs+]>O1CCOCC1.C1C=CC(/C=C/C(/C=C/C2C=CC=CC=2)=O)=CC=1.C1C=CC(/C=C/C(/C=C/C2C=CC=CC=2)=O)=CC=1.C1C=CC(/C=C/C(/C=C/C2C=CC=CC=2)=O)=CC=1.[Pd].[Pd]>[Cl:18][C:3]1[C:2]([N:26]2[CH2:25][CH2:24][N:23]3[S:19](=[O:29])(=[O:28])[CH2:20][CH2:21][CH:22]3[CH2:27]2)=[CH:7][C:6]([C:8]#[N:9])=[CH:5][C:4]=1[NH:10][C:11](=[O:17])[O:12][C:13]([CH3:16])([CH3:15])[CH3:14] |f:3.4.5,7.8.9.10.11|. Procedure: A mixture of tert-butyl (3-bromo-2-chloro-5-cyanophenyl)carbamate (160 mg, 0.482 mmol), hexahydro-2H-isothiazolo[2,3-a]pyrazine 1,1-dioxide (85 mg, 0.482 mmol), Pd2dba3 (44.2 mg, 0.048 mmol), BINAP (90 mg, 0.145 mmol), and Cs2CO3 (471 mg, 1.447 mmol) in Dioxane (5 mL) was evacuated and filled with nitrogen 3× and heated at 105° C. overnight. The reaction mixture was filtered through a plug of celite and the filtrate was concentrated. The crude product was purified by flash chromatography on sili... The reactants are ClCC1CO1, [H-], [Na+], CN(C)C=O, NC(=O)c1ccc(O)c(I)c1. The product is NC(=O)c1ccc(OCC2CO2)c(I)c1. As a reaction SMILES: [Cl:14][CH2:15][CH:16]1[CH2:17][O:18]1.[H-:12].[Na+:13].[O:19]=[CH:20][N:21]([CH3:22])[CH3:23].[OH:1][c:2]1[c:3]([I:11])[cH:4][c:5]([C:6](=[O:7])[NH2:8])[cH:9][cH:10]1>>[O:1]([c:2]1[c:3]([I:11])[cH:4][c:5]([C:6](=[O:7])[NH2:8])[cH:9][cH:10]1)[CH2:15][CH:16]1[CH2:17][O:18]1.